From a dataset of the Open Reaction Database (ORD), a public repository of structured organic reaction records. describe an organic reaction: reactants, conditions, products, and yield The reactants are CN(c1ccc2c(c1)nc(NCc1ccccc1)n2C)c1ccnc(Cl)n1, Cc1ccc(N)cc1S(N)(=O)=O. Product: Cc1ccc(Nc2nccc(N(C)c3ccc4c(c3)nc(NCc3ccccc3)n4C)n2)cc1S(N)(=O)=O, Cl. Reaction SMILES: [CH2:1]([c:2]1[cH:3][cH:4][cH:5][cH:6][cH:7]1)[NH:8][c:9]1[n:10][c:11]2[c:12]([n:13]1[CH3:14])[cH:15][cH:16][c:17]([N:19]([CH3:20])[c:21]1[n:22][c:23]([Cl:27])[n:24][cH:25][cH:26]1)[cH:18]2.[NH2:28][c:29]1[cH:30][cH:31][c:32]([CH3:39])[c:33]([S:35](=[O:36])(=[O:37])[NH2:38])[cH:34]1>>[CH2:1]([c:2]1[cH:3][cH:4][cH:5][cH:6][cH:7]1)[NH:8][c:9]1[n:10][c:11]2[c:12]([n:13]1[CH3:14])[cH:15][cH:16][c:17]([N:19]([CH3:20])[c:21]1[n:22][c:23]([NH:28][c:29]3[cH:30][cH:31][c:32]([CH3:39])[c:33]([S:35](=[O:36])(=[O:37])[NH2:38])[cH:34]3)[n:24][cH:25][cH:26]1)[cH:18]2.[ClH:27]. Reactants: C([O-])([O-])=O.[K+].[K+] (Potassium carbonate), C(C)(=O)OCCCCN1CCN(CC1)C1=CC=CC=2SC=CC21 (4-(4-benzo[b]thiophen-4-yl-piperazin-1-yl)butyl acetate), O (Water). Solvent: CO (methanol). Run at time 2 hour. Product: S1C2=C(C=C1)C(=CC=C2)N2CCN(CC2)CCCCO (4-(4-benzo[b]thiophen-4-yl-piperazin-1-yl)butan-1-ol). Yield: 98.3%. Reaction SMILES: C(=O)([O-])[O-].[K+].[K+].C([O:10][CH2:11][CH2:12][CH2:13][CH2:14][N:15]1[CH2:20][CH2:19][N:18]([C:21]2[C:29]3[CH:28]=[CH:27][S:26][C:25]=3[CH:24]=[CH:23][CH:22]=2)[CH2:17][CH2:16]1)(=O)C.O>CO>[S:26]1[CH:27]=[CH:28][C:29]2[C:21]([N:18]3[CH2:17][CH2:16][N:15]([CH2:14][CH2:13][CH2:12][CH2:11][OH:10])[CH2:20][CH2:19]3)=[CH:22][CH:23]=[CH:24][C:25]1=2 |f:0.1.2|. Reported procedure: Potassium carbonate (3.87 g, 28 mmol) was added to a solution of 7.76 g (23.3 mmol) of 4-(4-benzo[b]thiophen-4-yl-piperazin-1-yl)butyl acetate in 90% methanol solution (150 ml). The solution mixture was stirred at room temperature for 2 hours. Water was added to the reaction solution, which was then extracted with dichloromethane. The extraction solution was dried over sodium sulfate and concentrated under reduced pressure. The residue was purified by basic silica gel column chromatography (n-he... The reactants are BrC(C(=O)N)CBr (2,3-dibromopropionamide), Cl.C(C1=CC=CC=C1)NCCNC1=C(C=CC=C1)C (N-benzyl-N'-(2-methylphenyl)-1,2-diaminoethane hydrochloride), C(C1=CC=CC=C1)N1C(CN(CC1)C1=C(C=CC=C1)C)C(N)=O (1-Benzyl-2-carbamoyl-4-(2-methyl-phenyl)piperazine), S(=O)(Cl)Cl (thionyl chloride), Cl.ClCCNCC1=CC=CC=C1 (N-(2-chloroethyl)-N-benzylamine hydrochloride), [H][H] (hydrogen), NC=1C(=CC=CC1)C (o-toluidine), C(C1=CC=CC=C1)NCCO (2-Benzylaminoethanol), Cl.ClCCNCC1=CC=CC=C1 (N-(2-chloroethyl)-N-benzylamine hydrochloride), Cl.C(C1=CC=CC=C1)NCCNC1=C(C=CC=C1)C (N-benzyl-N'-(2-methylphenyl)-1,2-diaminoethane hydrochloride). The reagents and catalysts are [OH-].[OH-].[Pd+2] (palladium hydroxide/carbon). The solvent is CO (methanol), C(C)O (ethanol), C(Cl)Cl (methylene chloride), CO (methanol). Product: C(C1=CC=CC=C1)N1C(CN(CC1)C1=C(C=CC=C1)C)C(N)=O (1-Benzyl-2-carbamoyl-4-(2-methylphenyl)-piperazine), C(N)(=O)C1NCCN(C1)C1=C(C=CC=C1)C (2-carbamoyl-4-(2-methylphenyl)piperazine). RXN SMILES: C(NCCO)C1C=CC=CC=1.Cl.ClCCNCC1C=CC=CC=1.S(Cl)(Cl)=O.Cl.C(NCCNC1C=CC=CC=1C)C1C=CC=CC=1.NC1C(C)=CC=CC=1.BrC(CBr)C(N)=O.[CH2:62]([N:69]1[CH2:74][CH2:73][N:72]([C:75]2[CH:80]=[CH:79][CH:78]=[CH:77][C:76]=2[CH3:81])[CH2:71][CH:70]1[C:82](=[O:84])[NH2:83])[C:63]1[CH:68]=[CH:67][CH:66]=[CH:65][CH:64]=1.[H][H]>C(Cl)Cl.CO.C(O)C.[OH-].[OH-].[Pd+2]>[CH2:62]([N:69]1[CH2:74][CH2:73][N:72]([C:75]2[CH:80]=[CH:79][CH:78]=[CH:77][C:76]=2[CH3:81])[CH2:71][CH:70]1[C:82](=[O:84])[NH2:83])[C:63]1[CH:64]=[CH:65][CH:66]=[CH:67][CH:68]=1.[C:82]([CH:70]1[CH2:71][N:72]([C:75]2[CH:80]=[CH:79][CH:78]=[CH:77][C:76]=2[CH3:81])[CH2:73][CH2:74][NH:69]1)(=[O:84])[NH2:83] |f:1.2,4.5,13.14.15|. Procedure: 2-Benzylaminoethanol (20 g, 0.13 mol) was converted to N-(2-chloroethyl)-N-benzylamine hydrochloride with thionyl chloride (31 g, 0.26 mol) according to the procedure described in J. Chem. Soc. 1955, p. 896. N-(2-chloroethyl)-N-benzylamine hydrochloride (4.0 g, 19 mmol) was converted to N-benzyl-N'-(2-methylphenyl)-1,2-diaminoethane hydrochloride by the procedure of Syn. Comm., 1988, vol. 18, p. 45-50, using o-toluidine (6.1 g, 57 mmol) in place of aniline. 1-Benzyl-2-carbamoyl-4-(2-methylphenyl... The reactants are N1=CC=CC=C1 (pyridine), CN1C2C[C@@H]([C@H]3[C@@H]4CC[C@@H]([C@@]4(C)CC[C@@H]3[C@]2(CCC1=O)C)O)C (4,7β-dimethyl-4-aza-androstan-3-one-17β-ol), CC(C(=O)Cl)(C)C (trimethyl acetyl chloride), C(C(C)(C)C)(=O)Cl (pivaloyl chloride). Reagents/catalysts: CN(C1=CC=NC=C1)C (DMAP). Run in C(C)(=O)OCC (ethyl acetate), C(Cl)Cl (methylene chloride). Reaction conditions: time 24 hour. The product is C(C(C)(C)C)(=O)O[C@@H]1[C@]2(C)[C@@H](CC1)[C@@H]1[C@H](CC3N(C(CC[C@]3(C)[C@H]1CC2)=O)C)C (17β-pivaloyloxy-4,7β-Dimethyl-4-Aza-Androstan-3-one). As a reaction SMILES: [CH3:1][N:2]1[C:19](=[O:20])[CH2:18][CH2:17][C@@:16]2([CH3:21])[CH:3]1[CH2:4][C@H:5]([CH3:23])[C@@H:6]1[C@@H:15]2[CH2:14][CH2:13][C@@:11]2([CH3:12])[C@H:7]1[CH2:8][CH2:9][C@@H:10]2[OH:22].N1C=CC=CC=1.[C:30](Cl)(=[O:35])[C:31]([CH3:34])([CH3:33])[CH3:32]>C(Cl)Cl.CN(C)C1C=CN=CC=1.C(OCC)(=O)C>[C:30]([O:22][C@H:10]1[CH2:9][CH2:8][C@H:7]2[C@H:6]3[C@H:15]([CH2:14][CH2:13][C@:11]12[CH3:12])[C@:16]1([CH3:21])[CH:3]([N:2]([CH3:1])[C:19](=[O:20])[CH2:18][CH2:17]1)[CH2:4][C@@H:5]3[CH3:23])(=[O:35])[C:31]([CH3:34])([CH3:33])[CH3:32]. Reported procedure: To a solution of 70 from Example 69, being 60.2 mg in 4 ml methylene chloride and 200 ml pyridine was added 15 mg DMAP (4-dimethylaminopyridine) followed by 68.66 mg pivaloyl chloride, i.e., trimethyl acetyl chloride. After stirring for 24 hours, the reaction mixture was diluted with ethyl acetate, washed with water, then aqueous sodium carbonate and brine. The organic layer was dried, concentrated to a residue, which was purified by preparative chromatography on silica gel using 3:1 chloroform/... Starting materials: COc1cc2c(cc1[N+](=O)[O-])N(C(=O)CN1CCN(C(C)C)CC1)CC2, CCO, O, O, Cl[Sn]Cl. The product is COc1cc2c(cc1N)N(C(=O)CN1CCN(C(C)C)CC1)CC2. As a reaction SMILES: [CH3:1][CH:2]([CH3:3])[N:4]1[CH2:5][CH2:6][N:7]([CH2:10][C:11](=[O:12])[N:13]2[CH2:14][CH2:15][c:16]3[cH:17][c:18]([O:25][CH3:26])[c:19]([N+:22]([O-:23])=[O:24])[cH:20][c:21]32)[CH2:8][CH2:9]1.[CH3:32][CH2:33][OH:34].[OH2:27].[OH2:28].[Sn:29]([Cl:30])[Cl:31]>>[CH3:1][CH:2]([CH3:3])[N:4]1[CH2:5][CH2:6][N:7]([CH2:10][C:11](=[O:12])[N:13]2[CH2:14][CH2:15][c:16]3[cH:17][c:18]([O:25][CH3:26])[c:19]([NH2:22])[cH:20][c:21]32)[CH2:8][CH2:9]1. Starting materials: O=C1CCCN(C2=C1C=CC=C2)C(C2=CC=C(C=C2)NC(C2=C(C=CC=C2)O)=O)=O (5-oxo-1-[4-(2-hydroxybenzoylamino)benzoyl]-2,3,4,5-tetrahydro-1H-benzazepine), C([O-])([O-])=O.[K+].[K+] (potassium carbonate), [I-].[K+] (potassium iodide), ClCC(=O)N (2-chloroacetamide). Solvent: CC(=O)C (acetone). Yields the product O=C1CCCN(C2=C1C=CC=C2)C(C2=CC=C(C=C2)NC(C2=C(C=CC=C2)OCC(N)=O)=O)=O (5-oxo-1-[4-(2-carbamoylmethoxybenzoylamino)benzoyl]-2,3,4,5-tetrahydro-1H-benzazepine). Yield: 95.4%. RXN SMILES: [O:1]=[C:2]1[C:8]2[CH:9]=[CH:10][CH:11]=[CH:12][C:7]=2[N:6]([C:13](=[O:30])[C:14]2[CH:19]=[CH:18][C:17]([NH:20][C:21](=[O:29])[C:22]3[CH:27]=[CH:26][CH:25]=[CH:24][C:23]=3[OH:28])=[CH:16][CH:15]=2)[CH2:5][CH2:4][CH2:3]1.C(=O)([O-])[O-].[K+].[K+].[I-].[K+].Cl[CH2:40][C:41]([NH2:43])=[O:42]>CC(C)=O>[O:1]=[C:2]1[C:8]2[CH:9]=[CH:10][CH:11]=[CH:12][C:7]=2[N:6]([C:13](=[O:30])[C:14]2[CH:19]=[CH:18][C:17]([NH:20][C:21](=[O:29])[C:22]3[CH:27]=[CH:26][CH:25]=[CH:24][C:23]=3[O:28][CH2:40][C:41](=[O:42])[NH2:43])=[CH:16][CH:15]=2)[CH2:5][CH2:4][CH2:3]1 |f:1.2.3,4.5|. Reported procedure: To a solution of 5-oxo-1-[4-(2-hydroxybenzoylamino)benzoyl]-2,3,4,5-tetrahydro-1H-benzazepine (400 mg) in acetone (20 ml) are added potassium carbonate (210 mg), potassium iodide (250 mg) and 2-chloroacetamide (120 mg), and the mixture is refluxed for 2 hours. The insoluble materials are removed by filtration, and the filtrate is distilled off. Dichloromethane is added to the resulting residue, and the mixture is washed with saturated saline solution, and dried over magnesium sulfate. The solven... Reactants: NCCCCC1=CC=C(C=C1)C=1C=CC(NN1)=O (6-[4-(4-aminobutyl)phenyl]pyridazin-3(2H)-one), CC1=NOC(=C1)C(=O)O (3-methyl-5-carboxyisoxazole). The product is CC1=NOC(=C1)C(=O)NCCCCC1=CC=C(C=C1)C=1C=CC(NN1)=O (6-{4-[4-(3-methylisoxazole-5-ylcarbonylamino)butyl]phenyl}pyridazin-3(2H)-one). As a reaction SMILES: [NH2:1][CH2:2][CH2:3][CH2:4][CH2:5][C:6]1[CH:11]=[CH:10][C:9]([C:12]2[CH:13]=[CH:14][C:15](=[O:18])[NH:16][N:17]=2)=[CH:8][CH:7]=1.[CH3:19][C:20]1[CH:24]=[C:23]([C:25](O)=[O:26])[O:22][N:21]=1>>[CH3:19][C:20]1[CH:24]=[C:23]([C:25]([NH:1][CH2:2][CH2:3][CH2:4][CH2:5][C:6]2[CH:7]=[CH:8][C:9]([C:12]3[CH:13]=[CH:14][C:15](=[O:18])[NH:16][N:17]=3)=[CH:10][CH:11]=2)=[O:26])[O:22][N:21]=1. Reported procedure: By treating 6-[4-(4-aminobutyl)phenyl]pyridazin-3(2H)-one and 3-methyl-5-carboxyisoxazole in the same manner as in Example 87, 6-{4-[4-(3-methylisoxazole-5-ylcarbonylamino)butyl]phenyl}pyridazin-3(2H)-one was obtained. The reactants are solid, BrC1=CC(=CC=2C(=C3N(C12)CCNC3=O)C)F (6-bromo-8-fluoro-10-methyl-3,4-dihydro-2H-pyrazino[1,2-a]indol-1-one), BrC1=CC(=CC=2C(=C3N(C12)CCNC3=O)C)F (6-bromo-8-fluoro-10-methyl-3,4-dihydro-2H-pyrazino[1,2-a]indol-1-one), FC=1C=C(C=C(C1F)F)B(O)O (3,4,5-trifluoro-phenylboronic acid). The product is FC1=CC=2C(=C3N(C2C(=C1)C1=CC(=C(C(=C1)F)F)F)CCNC3=O)C (8-Fluoro-10-methyl-6-(3,4,5-trifluoro-phenyl)-3,4-dihydro-2H-pyrazino[1,2-a]indol-1-one). Reaction SMILES: Br[C:2]1[C:10]2[N:9]3[CH2:11][CH2:12][NH:13][C:14](=[O:15])[C:8]3=[C:7]([CH3:16])[C:6]=2[CH:5]=[C:4]([F:17])[CH:3]=1.[F:18][C:19]1[CH:20]=[C:21](B(O)O)[CH:22]=[C:23]([F:26])[C:24]=1[F:25]>>[F:17][C:4]1[CH:3]=[C:2]([C:21]2[CH:20]=[C:19]([F:18])[C:24]([F:25])=[C:23]([F:26])[CH:22]=2)[C:10]2[N:9]3[CH2:11][CH2:12][NH:13][C:14](=[O:15])[C:8]3=[C:7]([CH3:16])[C:6]=2[CH:5]=1. Procedure: The title compound, yellow solid (73 mg, 84%), MS (ISP) m/z=349.5 [(M+H)+], mp 250° C., was prepared in accordance with the general method of example 1 from 6-bromo-8-fluoro-10-methyl-3,4-dihydro-2H-pyrazino[1,2-a]indol-1-one (intermediate 14) (74.3 mg, 0.25 mmol) and commercially available 3,4,5-trifluoro-phenylboronic acid (57.2 mg, 0.325 mmol).